From a dataset of the Open Reaction Database (ORD), a public repository of structured organic reaction records. describe an organic reaction: reactants, conditions, products, and yield Reactants: O=C([O-])[O-], Cc1c(Cl)cc(C(=O)O)c(Cl)c1[N+](=O)[O-], Cl, [Na+], [Na+], [Na+], [Na+], O, O=S([O-])S(=O)[O-]. Product: Cc1c(Cl)cc(C(=O)O)c(Cl)c1N. RXN SMILES: [C:25](=[O:26])([O-:27])[O-:28].[Cl:1][c:2]1[c:3]([C:4](=[O:5])[OH:6])[cH:7][c:8]([Cl:15])[c:9]([CH3:14])[c:10]1[N+:11]([O-:12])=[O:13].[ClH:24].[Na+:22].[Na+:23].[Na+:29].[Na+:30].[OH2:31].[S:16]([S:17]([O-:18])=[O:19])([O-:20])=[O:21]>>[Cl:1][c:2]1[c:3]([C:4](=[O:5])[OH:6])[cH:7][c:8]([Cl:15])[c:9]([CH3:14])[c:10]1[NH2:11]. Reactants: C[C@H]1[C@@H]([C@H]([C@H]([C@@H](O1)O[C@H]2C[C@H]([C@@]3([C@@H]4[C@@H](CC[C@@]3(C2)O)[C@]5(CC[C@@H]([C@]5(C[C@H]4O)C)C6=CC(=O)OC6)O)CO)O)O)O)O (Ouabain), inorganic phosphate, [Na+].[Cl-] (NaCl), [Mg+2].[Cl-].[Cl-] (MgCl2), N[C@@H](CC1=CNC=N1)C(=O)O (histidine), [Cl-].[K+] (KCl), P(O)(=O)(OP(=O)(O)OP(=O)(O)O)OC[C@@H]1[C@H]([C@H]([C@@H](O1)N1C=NC=2C(N)=NC=NC12)O)O (ATP). Solvent: O (water). Run at time 5 minute. The product is CCCCCC=CC[C@H](C=CC=CCC=CCCCC(=O)O)O (12(R)-HETE). Reaction SMILES: N[C@H](C(O)=O)CC1N=CNC=1.[Cl-].[K+].[Na+].[Cl-].[Mg+2].[Cl-].[Cl-].P(OC[C@H]1O[C@@H](N2C3N=CN=C(N)C=3N=C2)[C@H](O)[C@@H]1O)(OP(OP(O)(O)=O)(O)=O)(=O)O.C[C@@H]1O[C@@H]([O:57][C@@H:58]2[CH2:67][C@:66]3(O)[C@@:61](CO)([C@H:62]4[C@H:75](O)[CH2:74][C@@:73]5(C)[C@:69](O)([CH2:70][CH2:71][C@@H:72]5[C:78]5C[O:82][C:80](=[O:81])[CH:79]=5)[C@@H:63]4[CH2:64][CH2:65]3)[C@H:60](O)[CH2:59]2)[C@H](O)[C@H](O)[C@H]1O>O>[CH3:71][CH2:70][CH2:69][CH2:63][CH2:64][CH:65]=[CH:66][CH2:67][C@@H:58]([OH:57])[CH:59]=[CH:60][CH:61]=[CH:62][CH2:75][CH:74]=[CH:73][CH2:72][CH2:78][CH2:79][C:80]([OH:82])=[O:81] |f:1.2,3.4,5.6.7|. Procedure details: The activity of Na+ -K+ -ATPase was measured as the rate of release of inorganic phosphate in the presence of 30 mM histidine, 20 mM KCl, 30 mM NaCl, 3 mM MgCl2 and 3 mM ATP, pH 7.5 [Jorgenson, supra]. After equilibration for 5 min. at 37° C., 10 μl of the enzyme preparation (1-5 μg protein) was added to 0.5 ml of reaction mixture. The reaction was allowed to proceed for 30 min. at 37° C. The compounds to be tested were dissolved in PBS buffer and added to the enzyme 10 min. prior to the additio... The reactants are CN (MeNH2), BrC=1C=C(C(=C(C1)F)[N+](=O)[O-])F (5-bromo-1,3-difluoro-2-nitrobenzene), C(=O)([O-])[O-].[Cs+].[Cs+] (Cs2CO3). The solvent is C1CCOC1 (THF), C1CCOC1 (THF). Reaction conditions: temperature 0 celsius, time 1 hour. Product: BrC=1C=C(C(=C(C1)NC)[N+](=O)[O-])F ((5-Bromo-3-fluoro-2-nitro-phenyl)-methyl-amine). RXN SMILES: [CH3:1][NH2:2].[Br:3][C:4]1[CH:5]=[C:6]([F:14])[C:7]([N+:11]([O-:13])=[O:12])=[C:8](F)[CH:9]=1.C([O-])([O-])=O.[Cs+].[Cs+]>C1COCC1>[Br:3][C:4]1[CH:5]=[C:6]([F:14])[C:7]([N+:11]([O-:13])=[O:12])=[C:8]([NH:2][CH3:1])[CH:9]=1 |f:2.3.4|. Procedure: 2 M MeNH2 in THF (82 mL) was added dropwise to a solution of 5-bromo-1,3-difluoro-2-nitrobenzene (164 mmol) and Cs2CO3 (197 mmol) in THF (1 L). The reaction mixture was stirred at 0° C. for 1 h and then at room temperature for 1 h. The solvent was removed under reduced pressure. The residue was partitioned between EtOAc and H2O. The two phases were separated and the organic layer was dried (Na2SO4) and concentrated to afford the desired product. Reactants: ClC1C=2C=CC=CC2C=2NC(C(NC21)=O)=O (9-Chloro-9H-indeno[1,2-b]pyrazine-2,3(1H,4H)-dione), C(C)(=O)O (acetic acid). Product: C(C)(=O)OC1C=2C=CC=CC2C=2NC(C(NC21)=O)=O (9-Acetoxy-9H-indeno[1,2-b]pyrazine-2,3(1H,4H)-dione). Yield: 57.5%. As a reaction SMILES: Cl[CH:2]1[C:14]2[NH:13][C:12](=[O:15])[C:11](=[O:16])[NH:10][C:9]=2[C:8]2[CH:7]=[CH:6][CH:5]=[CH:4][C:3]1=2.[C:17]([OH:20])(=[O:19])[CH3:18]>>[C:17]([O:20][CH:2]1[C:14]2[NH:13][C:12](=[O:15])[C:11](=[O:16])[NH:10][C:9]=2[C:8]2[CH:7]=[CH:6][CH:5]=[CH:4][C:3]1=2)(=[O:19])[CH3:18]. Procedure: 9-Chloro-9H-indeno[1,2-b]pyrazine-2,3(1H,4H)-dione (0.30 g, 1.28 mmol) was refluxed in 50 ml of acetic acid for 10 min. Activated carbon (100 mg) was added and the reaction mixture was filtered and evaporated in vacuo to about 3 ml, and 20 ml of water was added. The precipitate was filtered off and washed with water and dried to give 229 mg of the crude compound, which was recrystallized from acetic acid-water to yield 190 mg (57.5%) of the title compound. M.p. >300° C. 1H-NMR (DMSO-d6, δ): 2.13... Reactants: BrC=1C=CC(=C(C#N)C1)F (5-Bromo-2-fluorobenzonitrile), C([O-])([O-])=O.[Cs+].[Cs+] (Cesium carbonate), CN1CCNCC1 (1-methylpiperazine). Solvent: CS(=O)C (DMSO). The product is BrC=1C=CC(=C(C#N)C1)N1CCN(CC1)C (5-Bromo-2-(4-methyl-piperazin-1-yl)-benzonitrile). Reaction SMILES: [Br:1][C:2]1[CH:3]=[CH:4][C:5](F)=[C:6]([CH:9]=1)[C:7]#[N:8].C(=O)([O-])[O-].[Cs+].[Cs+].[CH3:17][N:18]1[CH2:23][CH2:22][NH:21][CH2:20][CH2:19]1>CS(C)=O>[Br:1][C:2]1[CH:3]=[CH:4][C:5]([N:21]2[CH2:22][CH2:23][N:18]([CH3:17])[CH2:19][CH2:20]2)=[C:6]([CH:9]=1)[C:7]#[N:8] |f:1.2.3|. Procedure details: 5-Bromo-2-fluorobenzonitrile (2.0 g, 10 mmol), Cesium carbonate (6.58 g, 20 mmol) and 1-methylpiperazine (1.35 ml, 12 mmol) in 100 ml DMSO are stirred at 120 C for 1 hour. The reaction is quenched by the addition of water and extracted with ethyl acetate. The organic phases are dried and the solvent evaporated. The product obtained is considered pure enough for the next synthesis steps. LC-MS (m/z, ES+): 280 (MH+), Retention time: 1.03 mins (LC-MS method 8) Starting materials: O=C([O-])O, COC(=O)C(CC=Cc1ccc(N(C)c2ncccn2)cc1)NC(=O)OC(C)(C)C, ClCCl, [Na+], O, O=C(O)C(F)(F)F. Yields the product COC(=O)C(N)CC=Cc1ccc(N(C)c2ncccn2)cc1. Reaction SMILES: [C:39](=[O:40])([O-:41])[OH:42].[CH3:8][O:9][C:10]([CH:11]([CH2:12][CH:13]=[CH:14][c:15]1[cH:16][cH:17][c:18]([N:21]([c:22]2[n:23][cH:24][cH:25][cH:26][n:27]2)[CH3:28])[cH:19][cH:20]1)[NH:29][C:30]([O:31][C:32]([CH3:33])([CH3:34])[CH3:35])=[O:36])=[O:37].[Cl:44][CH2:45][Cl:46].[Na+:43].[OH2:38].[OH:1][C:2]([C:3]([F:4])([F:5])[F:6])=[O:7]>>[CH3:8][O:9][C:10]([CH:11]([CH2:12][CH:13]=[CH:14][c:15]1[cH:16][cH:17][c:18]([N:21]([c:22]2[n:23][cH:24][cH:25][cH:26][n:27]2)[CH3:28])[cH:19][cH:20]1)[NH2:29])=[O:37].